From a dataset of the Open Reaction Database (ORD), a public repository of structured organic reaction records. describe an organic reaction: reactants, conditions, products, and yield The reactants are COc1ccc(C=O)cc1Br, CCCCN, CC[N+](=O)[O-], Cc1ccccc1, [Cl-], [Cl-], [Cl-], Cl, [Fe+3], [Fe], COc1ccc(Br)cc1C=C(C)[N+](=O)[O-], O, O, O, O, O, O. The product is COc1ccc(Br)cc1CC(C)=O. RXN SMILES: [Br:1][c:2]1[c:3]([O:4][CH3:5])[cH:6][cH:7][c:9]([CH:11]=[O:8])[cH:10]1.[CH2:17]([NH2:18])[CH2:19][CH2:20][CH3:21].[CH3:12][CH2:13][N+:14](=[O:15])[O-:16].[CH3:38][c:39]1[cH:40][cH:41][cH:42][cH:43][cH:44]1.[Cl-:51].[Cl-:53].[Cl-:54].[ClH:37].[Fe+3:52].[Fe:55].[N+:22]([O-:23])(=[O:24])[C:25](=[CH:26][c:27]1[cH:28][c:29]([Br:35])[cH:30][cH:31][c:32]1[O:33][CH3:34])[CH3:36].[OH2:45].[OH2:46].[OH2:47].[OH2:48].[OH2:49].[OH2:50]>>[O:8]=[C:25]([CH2:26][c:27]1[cH:28][c:29]([Br:35])[cH:30][cH:31][c:32]1[O:33][CH3:34])[CH3:36]. Run at temperature -5 celsius, time 16 hour. The product is ClC=1SC(=NN1)C1=CC=C(C=C1)Cl (2-chloro-5-(4-chlorophenyl)-1,3,4-thiadiazole). Reaction SMILES: [ClH:1].N[C:3]1[S:4][C:5]([C:8]2[CH:13]=[CH:12][C:11]([Cl:14])=[CH:10][CH:9]=2)=[N:6][N:7]=1.N([O-])=O.[Na+]>O>[Cl:1][C:3]1[S:4][C:5]([C:8]2[CH:13]=[CH:12][C:11]([Cl:14])=[CH:10][CH:9]=2)=[N:6][N:7]=1 |f:2.3|. Procedure details: Stirred 37% hydrochloric acid, 225 ml, was cooled in a salt-ice bath, and 2-amino-5-(4-chlorophenyl)-1,3,4-thiadiazole (18.3 g, 0.087 mole) was added. The mixture was cooled to -5° C., and a solution of sodium nitrite (25.0 g, 0.338 mole) in 100 ml of water was added dropwise during a one hour period. Upon complete addition, the reaction mixture was allowed to warm to room temperature, where it was stirred for 16 hours. The reaction mixture was heated for one hour on a steam bath, cooled, then f... The reactants are Cl (hydrochloric acid), NC=1SC(=NN1)C1=CC=C(C=C1)Cl (2-amino-5-(4-chlorophenyl)-1,3,4-thiadiazole), N(=O)[O-].[Na+] (sodium nitrite). Run in O (water). The reactants are C(C)(C)(C)OC(=O)N1CCC(CC1)N (4-amino-piperidine-1-carboxylic acid tert-butyl ester), NC=1C(=NON1)C=1N(C2=C(C=NC=C2C=2C=C(C=O)C=CC2)N1)CC (3-[2-(4-Amino-furazan-3-yl)-1-ethyl-1H-imidazo[4,5-c]pryidin-7-yl]-benzaldehyde). Product: NC=1C(=NON1)C=1N(C2=C(C=NC=C2C=2C=C(CNC3CCNCC3)C=CC2)N1)CC ({3-[2-(4-Amino-furazan-3-yl)-1-ethyl-1H-imidazo[4,5-c]pyridin-7-yl]-benzyl}-piperidin-4-yl-amine). As a reaction SMILES: C(OC([N:8]1[CH2:13][CH2:12][CH:11]([NH2:14])[CH2:10][CH2:9]1)=O)(C)(C)C.[NH2:15][C:16]1[C:17]([C:21]2[N:22]([CH2:38][CH3:39])[C:23]3[C:28]([C:29]4[CH:30]=[C:31]([CH:34]=[CH:35][CH:36]=4)[CH:32]=O)=[CH:27][N:26]=[CH:25][C:24]=3[N:37]=2)=[N:18][O:19][N:20]=1>>[NH2:15][C:16]1[C:17]([C:21]2[N:22]([CH2:38][CH3:39])[C:23]3[C:28]([C:29]4[CH:30]=[C:31]([CH:34]=[CH:35][CH:36]=4)[CH2:32][NH:14][CH:11]4[CH2:10][CH2:9][NH:8][CH2:13][CH2:12]4)=[CH:27][N:26]=[CH:25][C:24]=3[N:37]=2)=[N:18][O:19][N:20]=1. Reported procedure: The title compound was prepared from 4-amino-piperidine-1-carboxylic acid tert-butyl ester and the product of Example 153 Step 1 using the method of Example 149, followed by the method described in Example 21. MS (ES+) m/e 419 [M+H]+. The product is O=C(Cc1cccs1)Nc1cccc(-c2nn3ccccc3c2-c2ccnc(Nc3ccc4c(c3)CC(NC(=O)C(F)(F)F)C4)n2)c1. Reactants: CCOCC, Cl, Nc1ccc2c(c1)CC(NC(=O)C(F)(F)F)C2, O=C(Cc1cccs1)Nc1cccc(-c2nn3ccccc3c2-c2ccnc(Nc3cccc(-c4cnco4)c3)n2)c1. RXN SMILES: [CH3:61][CH2:62][O:63][CH2:64][CH3:65].[ClH:60].[NH2:43][c:44]1[cH:45][c:46]2[c:50]([cH:51][cH:52]1)[CH2:49][CH:48]([NH:53][C:54]([C:55]([F:56])([F:57])[F:58])=[O:59])[CH2:47]2.[o:1]1[c:2](-[c:3]2[cH:4][c:5]([NH:6][c:13]3[n:14][cH:15][cH:16][c:17](-[c:19]4[c:20](-[c:28]5[cH:29][c:30]([NH:34][C:35]([CH2:36][c:37]6[s:38][cH:39][cH:40][cH:41]6)=[O:42])[cH:31][cH:32][cH:33]5)[n:21][n:22]5[c:23]4[cH:24][cH:25][cH:26][cH:27]5)[n:18]3)[cH:7][cH:8][cH:9]2)[cH:10][n:11][cH:12]1>>[c:13]1([NH:43][c:44]2[cH:45][c:46]3[c:50]([cH:51][cH:52]2)[CH2:49][CH:48]([NH:53][C:54]([C:55]([F:56])([F:57])[F:58])=[O:59])[CH2:47]3)[n:14][cH:15][cH:16][c:17](-[c:19]2[c:20](-[c:28]3[cH:29][c:30]([NH:34][C:35]([CH2:36][c:37]4[s:38][cH:39][cH:40][cH:41]4)=[O:42])[cH:31][cH:32][cH:33]3)[n:21][n:22]3[c:23]2[cH:24][cH:25][cH:26][cH:27]3)[n:18]1. Reaction SMILES: [CH3:23][N:24]([C:25](=[O:26])[Cl:27])[c:28]1[cH:29][cH:30][cH:31][cH:32][cH:33]1.[OH:1][c:2]1[cH:3][cH:4][c:5]([NH:8][C:9](=[O:10])[c:11]2[c:12](=[O:22])[nH:13][c:14]3[cH:15][cH:16][cH:17][cH:18][c:19]3[c:20]2[OH:21])[cH:6][cH:7]1>>[O:1]([c:2]1[cH:3][cH:4][c:5]([NH:8][C:9](=[O:10])[c:11]2[c:12](=[O:22])[nH:13][c:14]3[cH:15][cH:16][cH:17][cH:18][c:19]3[c:20]2[OH:21])[cH:6][cH:7]1)[C:25]([N:24]([CH3:23])[c:28]1[cH:29][cH:30][cH:31][cH:32][cH:33]1)=[O:26]. Product: CN(C(=O)Oc1ccc(NC(=O)c2c(O)c3ccccc3[nH]c2=O)cc1)c1ccccc1. The reactants are CN(C(=O)Cl)c1ccccc1, O=C(Nc1ccc(O)cc1)c1c(O)c2ccccc2[nH]c1=O. The reactants are N1(C=NC=C1)C1=NS(C2=C(N1)C=CC(=C2)C(F)(F)F)(=O)=O (3-(Imidazol-1-yl)-7-trifluoromethyl-4H-1,2,4-benzothiadiazine 1,1-dioxide), C(CC)N (propylamine). Product: C(CC)NC1=NS(C2=C(N1)C=CC(=C2)C(F)(F)F)(=O)=O (3-Propylamino-7-trifluoromethyl-4H-1,2,4-benzothiadiazine 1,1-dioxide). Reaction SMILES: [N:1]1([C:6]2[NH:11][C:10]3[CH:12]=[CH:13][C:14]([C:16]([F:19])([F:18])[F:17])=[CH:15][C:9]=3[S:8](=[O:21])(=[O:20])[N:7]=2)C=CN=[CH:2]1.[CH2:22](N)[CH2:23]C>>[CH2:2]([NH:1][C:6]1[NH:11][C:10]2[CH:12]=[CH:13][C:14]([C:16]([F:19])([F:17])[F:18])=[CH:15][C:9]=2[S:8](=[O:20])(=[O:21])[N:7]=1)[CH2:22][CH3:23]. Procedure: 3-(Imidazol-1-yl)-7-trifluoromethyl-4H-1,2,4-benzothiadiazine 1,1-dioxide was treated with propylamine according to the general procedure Method A to give the title compound; m.p. 241-243° C.